Dataset: the Open Reaction Database (ORD), a public repository of structured organic reaction records. Task: describe an organic reaction: reactants, conditions, products, and yield RXN SMILES: C(=O)(O)O.[NH2:5][C:6]([NH2:8])=[NH:7].[CH:9]1([C:12](=O)[CH2:13][C:14](=O)[CH3:15])[CH2:11][CH2:10]1>O>[NH2:7][C:6]1[N:8]=[C:12]([CH:9]2[CH2:11][CH2:10]2)[CH:13]=[C:14]([CH3:15])[N:5]=1 |f:0.1|. Yields the product NC1=NC(=CC(=N1)C1CC1)C (2-amino-4-cyclopropyl-6-methylpyrimidine). Reactants: C(O)(O)=O.NC(=N)N (guanidine carbonate), C1(CC1)C(CC(C)=O)=O (1-cyclopropyl-butane-1,3-dione). Reported procedure: 15 g of guanidine carbonate are added to a mixture of 10 g of 1-cyclopropyl-butane-1,3-dione and 150 g of water, and stirring is maintained at 95° C. for 5 hours. The mixture is then concentrated by evaporation to a volume of 50 ml, and the cooled aqueous concentrate is extracted three times with 100 ml of ethylene chloride each time. The organic phase is dried over magnesium sulfate and concentrated by evaporation. The residue crystallises to thus yield 5 g of the title compound, m.p. 113°-115°... Solvent: O (water). Reaction conditions: temperature 95 celsius. Reactants: CCOC(=O)C1CCCC1=O, CC[O-], O=C1CCCC1Cc1ccc(I)cc1, [Na+], C1CCOC1. Product: CCOC(=O)C1(Cc2ccc(I)cc2)CCCC1=O. RXN SMILES: [C:15](=[O:16])([O:17][CH2:18][CH3:19])[CH:20]1[CH2:21][CH2:22][CH2:23][C:24]1=[O:25].[CH3:27][CH2:28][O-:29].[I:1][c:2]1[cH:3][cH:4][c:5]([CH2:6][CH:7]2[C:8](=[O:12])[CH2:9][CH2:10][CH2:11]2)[cH:13][cH:14]1.[Na+:26].[O:30]1[CH2:31][CH2:32][CH2:33][CH2:34]1>>[I:1][c:2]1[cH:3][cH:4][c:5]([CH2:6][C:7]2([C:15](=[O:16])[O:17][CH2:18][CH3:19])[C:8](=[O:12])[CH2:9][CH2:10][CH2:11]2)[cH:13][cH:14]1. Starting materials: Cl (hydrochloric acid), COC1=C(C(=CC(=C1)[N+](=O)[O-])OC)[O-].[K+] (potassium 2,6-dimethoxy-4-nitrophenolate), BrCCO (2-bromoethanol), hexamethyl-phosphorus triamide. Solvent: CN(C)C=O (DMF). Yields the product COC=1C=C(C=C(C1OCCO)OC)[N+](=O)[O-] (3,5-dimethoxy-4-(2-hydroxyethoxy)nitro-benzene), solid. RXN SMILES: [CH3:1][O:2][C:3]1[CH:8]=[C:7]([N+:9]([O-:11])=[O:10])[CH:6]=[C:5]([O:12][CH3:13])[C:4]=1[O-:14].[K+].Br[CH2:17][CH2:18][OH:19].Cl>CN(C=O)C>[CH3:1][O:2][C:3]1[CH:8]=[C:7]([N+:9]([O-:11])=[O:10])[CH:6]=[C:5]([O:12][CH3:13])[C:4]=1[O:14][CH2:17][CH2:18][OH:19] |f:0.1|. Procedure details: A slurry of potassium 2,6-dimethoxy-4-nitrophenolate [Collins, R. P. and Davis, M. J. Chem. Soc. (1961), 1986] (38 g, 160 mmol) in DMF (600 ml) was treated with 2-bromoethanol (25 ml, 353 mmol) and hexamethyl-phosphorus triamide (31 ml, 176 mmol) and the reaction heated at 115° for 6 h. After cooling, the reaction was poured onto 1M hydrochloric acid (1.5 l) and extracted with ethyl acetate (5×500 ml). The organics were washed with 1M sodium hydroxide (4×700 ml), brine (200 ml) and defined (MgSO... Starting materials: O=C1NN=C2N1C1=C(C(=[N+](C2)[O-])C2=CC=CC=C2)N=C(C=C1)Cl (1-keto-6-phenyl-8-chloro-1,2-dihydro-4H-s-triazolo-(4,3-a)-pyrido-(2,3-f)-(1,4)-diazepine-5-oxide). The reagents and catalysts are [Ni] (Raney-nickel). The solvent is CN(C=O)C (dimethyl formamide). Product: O=C1NN=C2N1C1=C(C(=NC2)C2=CC=CC=C2)N=C(C=C1)Cl (1-keto-6-phenyl-8-chloro-1,2-dihydro-4H-s-triazolo-(4,3-a)-pyrido-(2,3-f)-(1,4)-diazepine). RXN SMILES: [O:1]=[C:2]1[N:6]2[C:7]3[CH:22]=[CH:21][C:20]([Cl:23])=[N:19][C:8]=3[C:9]([C:13]3[CH:18]=[CH:17][CH:16]=[CH:15][CH:14]=3)=[N+:10]([O-])[CH2:11][C:5]2=[N:4][NH:3]1>[Ni].CN(C)C=O>[O:1]=[C:2]1[N:6]2[C:7]3[CH:22]=[CH:21][C:20]([Cl:23])=[N:19][C:8]=3[C:9]([C:13]3[CH:18]=[CH:17][CH:16]=[CH:15][CH:14]=3)=[N:10][CH2:11][C:5]2=[N:4][NH:3]1. Procedure: 33 grams of 1-keto-6-phenyl-8-chloro-1,2-dihydro-4H-s-triazolo-(4,3-a)-pyrido-(2,3-f)-(1,4)-diazepine-5-oxide were hydrogenated with 15 grams of Raney-nickel in 450 ml. of dimethyl formamide at 50 atmospheres absolute and 60°-70° C. After filtering off the catalyst with suction, the solution was concentrated to 100 ml., and then treated with water up to turbidity, whereupon the reaction product crystallized out. It was recrystallized from ethanol several times. Yield 15 grams; M.P. 222°-224° C. Starting materials: ClC1=CC=C(S1)C(=O)NC1(CC=CC1)C(=O)OC (methyl 1-[(5-chloro-thiophen-2-yl)-carbonylamino]-cyclopent-3-ene-1-carboxylate), ClC1=CC(=CC=C1)C(=O)OO (meta-chloroperbenzoic acid). The solvent is C(Cl)Cl (methylene chloride). Conditions: time 3 hour. Yields the product ClC1=CC=C(S1)C(=O)NC1(CC2C(C1)O2)C(=O)OC (methyl 1-[(5-chloro-thiophen-2-yl)-carbonylamino]-3,4-epoxy-cyclopentane-1-carboxylate). RXN SMILES: [Cl:1][C:2]1[S:6][C:5]([C:7]([NH:9][C:10]2([C:15]([O:17][CH3:18])=[O:16])[CH2:14][CH:13]=[CH:12][CH2:11]2)=[O:8])=[CH:4][CH:3]=1.ClC1C=CC=C(C(OO)=[O:27])C=1>C(Cl)Cl>[Cl:1][C:2]1[S:6][C:5]([C:7]([NH:9][C:10]2([C:15]([O:17][CH3:18])=[O:16])[CH2:14][CH:13]3[O:27][CH:12]3[CH2:11]2)=[O:8])=[CH:4][CH:3]=1. Reported procedure: A mixture of 0.85 g (2.9 mmol) methyl 1-[(5-chloro-thiophen-2-yl)-carbonylamino]-cyclopent-3-ene-1-carboxylate and 20 ml methylene chloride is combined with 0.92 g 70% meta-chloroperbenzoic acid at 0° C. and stirred for 3 h at room temperature. The mixture is washed with sat. Sodium hydrogen carbonate solution and concentrated. The reactants are FC(F)(F)c1cncc(Br)c1, Cc1cn(Cc2ccccc2)c(C)n1. The reagents and catalysts are CC(C)(C)c1ccc(-c2ccc(C(C)(C)C)cc2)cc1 (4,4'-di-tert-butylbiphenyl), CC(C)(C)C(=O)[O-].[K+] (KOPiv), Cl[Pd]CC=C.C=CC[Pd]Cl ([Pd(allyl)Cl]2), CN(C)c1ccc(P(C2CCCCC2)C2CCCCC2)cc1 (A-caPhos). The solvent is CC(=O)N(C)C (DMA), CC(=O)N(C)C (DMA), CC(=O)N(C)C (DMA). Run at temperature 120 celsius, time 24 hour. Product: Cc1nc(C)n(Cc2ccccc2)c1-c1cncc(C(F)(F)F)c1. Isolated yield 2.7%.